From a dataset of the Open Reaction Database (ORD), a public repository of structured organic reaction records. describe an organic reaction: reactants, conditions, products, and yield Starting materials: COc1ccc(O)cc1OCc1ccccc1, CC(C)(C)[O-], CS(C)=O, Cc1cc([N+](=O)[O-])cc(C)c1Cl, [K+]. The product is COc1ccc(Oc2c(C)cc([N+](=O)[O-])cc2C)cc1OCc1ccccc1. Reaction SMILES: [CH2:1]([c:2]1[cH:3][cH:4][cH:5][cH:6][cH:7]1)[O:8][c:9]1[cH:10][c:11]([OH:17])[cH:12][cH:13][c:14]1[O:15][CH3:16].[CH3:18][C:19]([CH3:20])([O-:21])[CH3:22].[CH3:36][S:37]([CH3:38])=[O:39].[Cl:24][c:25]1[c:26]([CH3:35])[cH:27][c:28]([N+:32](=[O:33])[O-:34])[cH:29][c:30]1[CH3:31].[K+:23]>>[CH2:1]([c:2]1[cH:3][cH:4][cH:5][cH:6][cH:7]1)[O:8][c:9]1[cH:10][c:11]([O:17][c:25]2[c:26]([CH3:35])[cH:27][c:28]([N+:32](=[O:33])[O-:34])[cH:29][c:30]2[CH3:31])[cH:12][cH:13][c:14]1[O:15][CH3:16]. The reactants are CC(=O)[O-], CO, CC(C)C(c1cncnc1C=O)N(C)C(=O)Cc1ccccc1, Cl, [K+], NO, O. Yields the product CC(C)C(c1cncnc1C=NO)N(C)C(=O)Cc1ccccc1. As a reaction SMILES: [CH3:28][C:29](=[O:30])[O-:31].[CH3:33][OH:34].[CH:1](=[O:2])[c:3]1[n:4][cH:5][n:6][cH:7][c:8]1[CH:9]([CH:10]([CH3:11])[CH3:12])[N:13]([C:14]([CH2:15][c:16]1[cH:17][cH:18][cH:19][cH:20][cH:21]1)=[O:22])[CH3:23].[ClH:24].[K+:27].[NH2:25][OH:26].[OH2:32]>>[CH:1]([c:3]1[n:4][cH:5][n:6][cH:7][c:8]1[CH:9]([CH:10]([CH3:11])[CH3:12])[N:13]([C:14]([CH2:15][c:16]1[cH:17][cH:18][cH:19][cH:20][cH:21]1)=[O:22])[CH3:23])=[N:25][OH:26]. The reactants are N1(CCCC1)[C@@H]1[C@@H](CCC1)N (cis-2-pyrrolidin-1-yl-cyclopentylamine), N1(CCCC1)[C@@H]1[C@@H](CCC1)N (cis-2-pyrrolidin-1-yl-cyclopentylamine), CSC1=C(C(=O)O)C(=CC=C1)C(F)(F)F (2-methylsulfanyl-6-trifluoromethyl-benzoic acid), CSC1=C(C(=O)O)C(=CC=C1)C(F)(F)F (2-methylsulfanyl-6-trifluoromethyl-benzoic acid). The product is CSC1=C(C(=O)N[C@H]2[C@H](CCC2)N2CCCC2)C(=CC=C1)C(F)(F)F (cis-2-Methylsulfanyl-N-(2-pyrrolidin-1-yl-cyclopentyl)-6-trifluoromethyl-benzamide). RXN SMILES: [N:1]1([C@H:6]2[CH2:10][CH2:9][CH2:8][C@H:7]2[NH2:11])[CH2:5][CH2:4][CH2:3][CH2:2]1.[CH3:12][S:13][C:14]1[CH:22]=[CH:21][CH:20]=[C:19]([C:23]([F:26])([F:25])[F:24])[C:15]=1[C:16](O)=[O:17]>>[CH3:12][S:13][C:14]1[CH:22]=[CH:21][CH:20]=[C:19]([C:23]([F:24])([F:25])[F:26])[C:15]=1[C:16]([NH:11][C@@H:7]1[CH2:8][CH2:9][CH2:10][C@@H:6]1[N:1]1[CH2:2][CH2:3][CH2:4][CH2:5]1)=[O:17]. Procedure details: The title compound, white solid, MS: m/e=373.1 [(M+H)+], was prepared in accordance with the general method of example 5 from cis-2-pyrrolidin-1-yl-cyclopentylamine (intermediate Q) and 2-methylsulfanyl-6-trifluoromethyl-benzoic acid (intermediate Z). The reactants are CC(C)CCON=O, CC(C)O, Nc1nc(Nc2ccc(S(N)(=O)=O)cc2)nn1-c1ccnc(Cl)c1. Yields the product NS(=O)(=O)c1ccc(Nc2ncn(-c3ccnc(Cl)c3)n2)cc1. As a reaction SMILES: [CH3:25][CH:26]([CH2:27][CH2:28][O:29][N:30]=[O:31])[CH3:32].[CH:33]([OH:34])([CH3:35])[CH3:36].[NH2:1][c:2]1[n:3][c:4]([NH:14][c:15]2[cH:16][cH:17][c:18]([S:21](=[O:22])(=[O:23])[NH2:24])[cH:19][cH:20]2)[n:5][n:6]1-[c:7]1[cH:8][c:9]([Cl:13])[n:10][cH:11][cH:12]1>>[cH:2]1[n:3][c:4]([NH:14][c:15]2[cH:16][cH:17][c:18]([S:21](=[O:22])(=[O:23])[NH2:24])[cH:19][cH:20]2)[n:5][n:6]1-[c:7]1[cH:8][c:9]([Cl:13])[n:10][cH:11][cH:12]1. Reactants: ClC(=O)N1C(C(NC2=CC=CC=C12)=O)(C)C (4-(chlorocarbonyl)-3,3-dimethyl-1,2,3,4-tetrahydroquinoxalin-2-one), N1CCOCC1 (morpholine). Solvent: ClCCl (dichloromethane). Reaction conditions: time 30 minute. Product: CC1(C(NC2=CC=CC=C2N1C(=O)N1CCOCC1)=O)C (3,3-Dimethyl-4-[(morpholinyl)carbonyl]-1,2,3,4-tetrahydroquinoxalin-2-one). Reaction SMILES: Cl[C:2]([N:4]1[C:13]2[C:8](=[CH:9][CH:10]=[CH:11][CH:12]=2)[NH:7][C:6](=[O:14])[C:5]1([CH3:16])[CH3:15])=[O:3].[NH:17]1[CH2:22][CH2:21][O:20][CH2:19][CH2:18]1>ClCCl>[CH3:15][C:5]1([CH3:16])[N:4]([C:2]([N:17]2[CH2:22][CH2:21][O:20][CH2:19][CH2:18]2)=[O:3])[C:13]2[C:8](=[CH:9][CH:10]=[CH:11][CH:12]=2)[NH:7][C:6]1=[O:14]. Reported procedure: To 2.70 g of 4-(chlorocarbonyl)-3,3-dimethyl-1,2,3,4-tetrahydroquinoxalin-2-one (prepared from 3,3-dimethyl-1,2,3,4-tetrahydroquinoxalin-2-one (EXAMPLE 2) and phosgene) in 30 ml of dichloromethane are added 1.97 g of morpholine. After stirring for 30 min, the reaction mixture is partitioned between dichloromethane and saline. The organic layers are dried over sodium sulfate, concentrated, and crystallized from dichloromethane/hexane to give the title compound, mp 190.5°-193°; MS (m/z) at 289; IR... Starting materials: ClCC=1C=C(OCC2=NC3=CC=CC=C3C=C2)C=CC1 (2-((3-chloromethylphenoxy)methyl)quinoline), C(CC)OC(=O)C=1OC2=C(N1)C=C(C=C2)O (n-propyl-5-hydroxybenzoxazole-2carboxylate), C([O-])([O-])=O.[K+].[K+] (potassium carbonate), CN(C=O)C (dimethylformamide). The solvent is CC(=O)C (acetone). Product: C(CC)OC(=O)C=1OC2=C(N1)C=C(C=C2)OCC2=CC(=CC=C2)OCC2=NC1=CC=CC=C1C=C2 (n-propyl-5-(3-(quinolin-2-ylmethyloxy)benzyloxy)-benzoxazole-2-carboxylate). Reaction SMILES: Cl[CH2:2][C:3]1[CH:4]=[C:5]([CH:18]=[CH:19][CH:20]=1)[O:6][CH2:7][C:8]1[CH:17]=[CH:16][C:15]2[C:10](=[CH:11][CH:12]=[CH:13][CH:14]=2)[N:9]=1.[CH2:21]([O:24][C:25]([C:27]1[O:28][C:29]2[CH:35]=[CH:34][C:33]([OH:36])=[CH:32][C:30]=2[N:31]=1)=[O:26])[CH2:22][CH3:23].C(=O)([O-])[O-].[K+].[K+].CN(C)C=O>CC(C)=O>[CH2:21]([O:24][C:25]([C:27]1[O:28][C:29]2[CH:35]=[CH:34][C:33]([O:36][CH2:2][C:3]3[CH:20]=[CH:19][CH:18]=[C:5]([O:6][CH2:7][C:8]4[CH:17]=[CH:16][C:15]5[C:10](=[CH:11][CH:12]=[CH:13][CH:14]=5)[N:9]=4)[CH:4]=3)=[CH:32][C:30]=2[N:31]=1)=[O:26])[CH2:22][CH3:23] |f:2.3.4|. Procedure details: A mixture of 3.47 g of 2-((3-chloromethylphenoxy)methyl)quinoline, 2.7 g of n-propyl-5-hydroxybenzoxazole-2carboxylate, 1.69 g of potassium carbonate and 1 ml of dimethylformamide is refluxed in 50 ml of acetone for 41 hours. The mixture is concentrated in vacuo and the residue is dissolved in water. This solution is neutralized with diluted hydrochloric acid and the resulting solid is filtered off and purified by flash silica gel chromatography in propanol-dimethylformamide to give n-propyl-5-(...